describe an organic reaction: reactants, conditions, products, and yield From a dataset of the Open Reaction Database (ORD), a public repository of structured organic reaction records. Starting materials: C=CCn1c(C#N)c(-c2cccc(F)c2)c2cc(OC)ccc2c1=O, CS(C)=O, Cl, N#C[Na], O. Yields the product C=CCn1c(C#N)c(-c2cccc(F)c2)c2cc(O)ccc2c1=O. Reaction SMILES: [CH2:4]([CH:5]=[CH2:6])[n:7]1[c:8](=[O:28])[c:9]2[cH:10][cH:11][c:12]([O:26][CH3:27])[cH:13][c:14]2[c:15](-[c:19]2[cH:20][c:21]([F:25])[cH:22][cH:23][cH:24]2)[c:16]1[C:17]#[N:18].[CH3:30][S:31]([CH3:32])=[O:33].[ClH:29].[Na:1][C:2]#[N:3].[OH2:34]>>[CH2:4]([CH:5]=[CH2:6])[n:7]1[c:8](=[O:28])[c:9]2[cH:10][cH:11][c:12]([OH:26])[cH:13][c:14]2[c:15](-[c:19]2[cH:20][c:21]([F:25])[cH:22][cH:23][cH:24]2)[c:16]1[C:17]#[N:18]. Starting materials: CC(C)(C)[Si](C)(C)OCCOc1ccc(Br)cc1C=O, Cc1ccccc1, OB(O)C1CC1, [K+], [K+], [K+], O, O=P([O-])([O-])[O-]. Product: CC(C)(C)[Si](C)(C)OCCOc1ccc(C2CC2)cc1C=O. Reaction SMILES: [Br:1][c:2]1[cH:3][cH:4][c:5]([O:10][CH2:11][CH2:12][O:13][Si:14]([CH3:15])([CH3:16])[C:17]([CH3:18])([CH3:19])[CH3:20])[c:6]([CH:7]=[O:8])[cH:9]1.[CH3:35][c:36]1[cH:37][cH:38][cH:39][cH:40][cH:41]1.[CH:21]1([B:24]([OH:25])[OH:26])[CH2:22][CH2:23]1.[K+:32].[K+:33].[K+:34].[OH2:42].[P:27]([O-:28])([O-:29])([O-:30])=[O:31]>>[c:2]1([CH:21]2[CH2:22][CH2:23]2)[cH:3][cH:4][c:5]([O:10][CH2:11][CH2:12][O:13][Si:14]([CH3:15])([CH3:16])[C:17]([CH3:18])([CH3:19])[CH3:20])[c:6]([CH:7]=[O:8])[cH:9]1.